From a dataset of the Open Reaction Database (ORD), a public repository of structured organic reaction records. describe an organic reaction: reactants, conditions, products, and yield The reactants are C(C1=CC=CC=C1)N1CCC2(CC1)OC(C1=CC=CC=C12)=O (1'-benzyl-1,3-dihydrospiro[isobenzofuran-1,4'-piperidine]-3-one), [H-].[Al+3].[Li+].[H-].[H-].[H-] (lithium aluminum hydride), ClC(=O)OCC (ethyl chloroformate), C(C)OC(=O)N1CCC2(CC1)OC(C1=CC=CC=C12)=O (1,3-dihydro-1'-ethoxycarbonylspiro[isobenzofuran-1,4'-piperidine]-3-one). Solvent: C1=CC=CC=C1 (benzene). Product: OC1(CCN(CC1)C)C1=C(C=CC=C1)CO (4-hydroxy-4-(α-hydroxy2-tolyl)-1-methylpiperidine). As a reaction SMILES: [CH2:1]([N:8]1[CH2:13][CH2:12][C:11]2([C:21]3[C:16](=[CH:17][CH:18]=[CH:19][CH:20]=3)[C:15](=[O:22])[O:14]2)[CH2:10][CH2:9]1)C1C=CC=CC=1.ClC(OCC)=O.C(OC(N1CCC2(C3C(=CC=CC=3)C(=O)O2)CC1)=O)C.[H-].[Al+3].[Li+].[H-].[H-].[H-]>C1C=CC=CC=1>[OH:14][C:11]1([C:21]2[CH:20]=[CH:19][CH:18]=[CH:17][C:16]=2[CH2:15][OH:22])[CH2:12][CH2:13][N:8]([CH3:1])[CH2:9][CH2:10]1 |f:3.4.5.6.7.8|. Reported procedure: A solution of 5.8 g. of 1'-benzyl-1,3-dihydrospiro[isobenzofuran-1,4'-piperidine]-3-one, 40 ml. of benzene, and 2.5 ml. of ethyl chloroformate is heated under reflux for 18 hours and concentrated to a solid. Recrystallization from benzene-cyclohexane provides colorless crystals, m.p. 150°-151°, of 1,3-dihydro-1'-ethoxycarbonylspiro[isobenzofuran-1,4'-piperidine]-3-one. Reduction with lithium aluminum hydride by the method described in Example 16b provides 4-hydroxy-4-(α-hydroxy2-tolyl)-1-methylp... Reactants: C(C)(C)OC=1C=C(CN2C(CC(CC2)=O)C=C)C=CC1 (1-(3-isopropoxybenzyl)-2-vinylpiperidin-4-one), C1(CCCCC1)[N+]#[C-] (cyclohexyl isocyanide), C1(CCCCC1)[N+]#[C-] (cyclohexyl isocyanide), [O-]C#N.[K+] (potassium cyanate), Cl.FC=1C=C(N)C=CC1 (3-fluoroaniline hydrochloride), Cl.FC=1C=C(N)C=CC1 (3-Fluoroaniline hydrochloride), [O-]C#N.[K+] (potassium cyanate). Solvent: CO (methanol), O (water). Run at time 12 hour. The product is C1(CCCCC1)NC1=NC(N([C@]12C[C@@H](N(CC2)CC2=CC(=CC=C2)OC(C)C)C=C)C2=CC(=CC=C2)F)=O ((5R,7R)-4-(cyclohexylamino)-1-(3-fluorophenyl)-8-(3-isopropoxybenzyl)-7-vinyl-1,3,8-triazaspiro[4.5]dec-3-en-2-one). As a reaction SMILES: [CH:1]([O:4][C:5]1[CH:6]=[C:7]([CH:18]=[CH:19][CH:20]=1)[CH2:8][N:9]1[CH2:14][CH2:13][C:12](=O)[CH2:11][CH:10]1[CH:16]=[CH2:17])([CH3:3])[CH3:2].[CH:21]1([N+:27]#[C-:28])[CH2:26][CH2:25][CH2:24][CH2:23][CH2:22]1.[O-:29][C:30]#[N:31].[K+].Cl.[F:34][C:35]1[CH:36]=[C:37]([CH:39]=[CH:40][CH:41]=1)[NH2:38]>CO.O>[CH:21]1([NH:27][C:28]2[C@:12]3([CH2:13][CH2:14][N:9]([CH2:8][C:7]4[CH:18]=[CH:19][CH:20]=[C:5]([O:4][CH:1]([CH3:3])[CH3:2])[CH:6]=4)[C@@H:10]([CH:16]=[CH2:17])[CH2:11]3)[N:38]([C:37]3[CH:39]=[CH:40][CH:41]=[C:35]([F:34])[CH:36]=3)[C:30](=[O:29])[N:31]=2)[CH2:26][CH2:25][CH2:24][CH2:23][CH2:22]1 |f:2.3,4.5|. Reported procedure: 1-(3-isopropoxybenzyl)-2-vinylpiperidin-4-one (7.00 g, 25.6 mmol) in methanol (14 ml) was added cyclohexyl isocyanide (3.17 ml, 25.6 mmol) then potassium cyanate (2.08 g, 25.6 mmol) in water (5 ml) was added. 3-Fluoroaniline hydrochloride (3.78 g, 25.6 mmol) was then added at 0° C. The mixture was stirred at rt for 12 hrs. The reaction was incomplete and another half equivalent of cyclohexyl isocyanide (1.59 ml, 12.8 mmol), potassium cyanate (1.04 g, 12.8 mmol), and 3-fluoroaniline hydrochloride... The reactants are CCc1cccc(CC)c1N, CC(=O)OC(C)=O, O=CO, ClCCl. Product: CCc1cccc(CC)c1NC=O. RXN SMILES: [CH2:11]([CH3:12])[c:13]1[c:14]([NH2:15])[c:16]([CH2:20][CH3:21])[cH:17][cH:18][cH:19]1.[CH3:4][C:5]([O:6][C:7](=[O:8])[CH3:9])=[O:10].[CH:1](=[O:2])[OH:3].[Cl:22][CH2:23][Cl:24]>>[CH:1](=[O:3])[NH:15][c:14]1[c:13]([CH2:11][CH3:12])[cH:19][cH:18][cH:17][c:16]1[CH2:20][CH3:21]. Reactants: COC(=O)c1ccc(CBr)s1, CCCCNC, CC(C)=O. Product: CCCCN(C)Cc1ccc(C(=O)OC)s1. As a reaction SMILES: [Br:1][CH2:2][c:3]1[cH:4][cH:5][c:6]([C:8](=[O:9])[O:10][CH3:11])[s:7]1.[CH3:12][CH2:13][CH2:14][CH2:15][NH:16][CH3:17].[CH3:18][C:19](=[O:20])[CH3:21]>>[CH2:2]([c:3]1[cH:4][cH:5][c:6]([C:8](=[O:9])[O:10][CH3:11])[s:7]1)[N:16]([CH2:15][CH2:14][CH2:13][CH3:12])[CH3:17]. The reactants are CO, [Na+], [OH-], CCOC(=O)C1CCCCN1C(=O)C=Cc1c(-c2ccccc2)nn2ccccc12. Product: O=C(O)C1CCCCN1C(=O)C=Cc1c(-c2ccccc2)nn2ccccc12. As a reaction SMILES: [CH3:33][OH:34].[Na+:32].[OH-:31].[c:1]1(-[c:7]2[n:8][n:9]3[c:10]([cH:11][cH:12][cH:13][cH:14]3)[c:15]2[CH:16]=[CH:17][C:18](=[O:19])[N:20]2[CH:21]([C:26](=[O:27])[O:28][CH2:29][CH3:30])[CH2:22][CH2:23][CH2:24][CH2:25]2)[cH:2][cH:3][cH:4][cH:5][cH:6]1>>[c:1]1(-[c:7]2[n:8][n:9]3[c:10]([cH:11][cH:12][cH:13][cH:14]3)[c:15]2[CH:16]=[CH:17][C:18](=[O:19])[N:20]2[CH:21]([C:26](=[O:27])[OH:28])[CH2:22][CH2:23][CH2:24][CH2:25]2)[cH:2][cH:3][cH:4][cH:5][cH:6]1. RXN SMILES: [N:1]1[C:10]2[C:5](=[CH:6][CH:7]=[CH:8][CH:9]=2)[N:4]=[CH:3][C:2]=1O.[N+:12]([CH2:14][C:15]([O:17][C:18]([CH3:21])([CH3:20])[CH3:19])=[O:16])#[C-:13]>>[CH:13]1[N:1]2[C:10]3[C:5]([N:4]=[CH:3][C:2]2=[C:14]([C:15]([O:17][C:18]([CH3:21])([CH3:20])[CH3:19])=[O:16])[N:12]=1)=[CH:6][CH:7]=[CH:8][CH:9]=3. The reactants are N1=C(C=NC2=CC=CC=C12)O (2-quinoxalinol), [N+](#[C-])CC(=O)OC(C)(C)C (tert-butyl isocyanoacetate), Compound 4. Product: C1=NC(=C2N1C1=CC=CC=C1N=C2)C(=O)OC(C)(C)C (Tert-butyl imidazo[1,5-a]quinoxaline-3-carboxylate). Procedure details: M.p. 187°-190° C., from 2-quinoxalinol and tert-butyl isocyanoacetate. (Compound 4) The product is ClC1=CC=C(C=C1)C1(CCN(CC1)C1=C2C(=NC=C1C(=O)O)NC=C2)CN2C(C1=CC=CC=C1C2=O)=O (4-[4-(4-Chlorophenyl)-4-(1,3-dioxo-1,3-dihydroisoindol-2-ylmethyl)-piperidin-1-yl]-1H-pyrrolo[2,3-b]pyridine-5-carboxylic acid). RXN SMILES: C([O:3][C:4]([C:6]1[C:7]([N:15]2[CH2:20][CH2:19][C:18]([C:33]3[CH:38]=[CH:37][C:36]([Cl:39])=[CH:35][CH:34]=3)([CH2:21][N:22]3[C:30](=[O:31])[C:29]4[C:24](=[CH:25][CH:26]=[CH:27][CH:28]=4)[C:23]3=[O:32])[CH2:17][CH2:16]2)=[C:8]2[CH:14]=[CH:13][NH:12][C:9]2=[N:10][CH:11]=1)=[O:5])C.Cl>[OH-].[Na+].O1CCOCC1>[Cl:39][C:36]1[CH:35]=[CH:34][C:33]([C:18]2([CH2:21][N:22]3[C:23](=[O:32])[C:24]4[C:29](=[CH:28][CH:27]=[CH:26][CH:25]=4)[C:30]3=[O:31])[CH2:17][CH2:16][N:15]([C:7]3[C:6]([C:4]([OH:5])=[O:3])=[CH:11][N:10]=[C:9]4[NH:12][CH:13]=[CH:14][C:8]=34)[CH2:20][CH2:19]2)=[CH:38][CH:37]=1 |f:2.3|. Reactants: C(C)OC(=O)C=1C(=C2C(=NC1)NC=C2)N2CCC(CC2)(CN2C(C1=CC=CC=C1C2=O)=O)C2=CC=C(C=C2)Cl (4-[4-(4-Chlorophenyl)-4-(1,3-dioxo-1,3-dihydroisoindol-2-ylmethyl)-piperidin-1-yl]-1H-pyrrolo[2,3-b]pyridine-5-carboxylic acid ethyl ester), Cl (HCl). The yield is 97.1%. Procedure: 4-[4-(4-Chlorophenyl)-4-(1,3-dioxo-1,3-dihydroisoindol-2-ylmethyl)-piperidin-1-yl]-1H-pyrrolo[2,3-b]pyridine-5-carboxylic acid ethyl ester (49 mg, 0.09 mmol) was hydrolysed in a mixture of 2M NaOH (1 mL) and 1,4-dioxane (1 mL) at 80° C. overnight. The solution was acidified by dropwise addition of conc. HCl. Solvents were evaporated and the resulting solid was filtered and washed with water, then dried. A white solid (45 mg) was obtained which was used in the next step without further purificati... Solvent: [OH-].[Na+] (NaOH), O1CCOCC1 (1,4-dioxane). Reactants: IC1=CC=CC=C1 (iodobenzene), C=1(C(=CC=CC1)S)C (o-toluenethiol). Product: C1(=C(C=CC=C1)C1=C(C=CC=C1)S)C (o-Tolylthiophenol). RXN SMILES: I[C:2]1[CH:7]=[CH:6][CH:5]=[CH:4][CH:3]=1.[C:8]1([CH3:15])[C:9]([SH:14])=[CH:10][CH:11]=[CH:12][CH:13]=1>>[C:4]1([CH3:5])[CH:3]=[CH:2][CH:7]=[CH:6][C:15]=1[C:8]1[CH:13]=[CH:12][CH:11]=[CH:10][C:9]=1[SH:14]. Reported procedure: The general procedure was used to convert iodobenzene and o-toluenethiol to the title product. Purification by flash chromatography (hexane as the eluent) gave the analytically pure product as a clear oil (383 mg, 95% yield). 1H NMR (300 MHz, CDCl3) δ 7.20–6.98 (m, 9H; Ha, Hb, Hc, Hd, He, He′, Hf, Hf′, Hg), 2.27 (s, 3H; methyl protons). 13C NMR (75 MHz, CDCl3) δ 139.90 (C8), 136.10 (C6), 133.70 (C1), 132.94 (C2), 130.54 (C5), 129.55 (C9, C13), 129.07, (C10, C12), 127.85 (C3), 126.66 (C11), 126.2...